Dataset: the Open Reaction Database (ORD), a public repository of structured organic reaction records. Task: describe an organic reaction: reactants, conditions, products, and yield Starting materials: CS(C)=O, ClCc1ccc(Cl)cc1, [K+], [OH-], O, CC(C)(C(=O)Cn1ccnc1)C1OCCO1. The product is CC(C)(C(=O)C(Cc1ccc(Cl)cc1)n1ccnc1)C1OCCO1. Reaction SMILES: [CH3:29][S:30]([CH3:31])=[O:32].[Cl:19][c:20]1[cH:21][cH:22][c:23]([CH2:24][Cl:25])[cH:26][cH:27]1.[K+:18].[OH-:17].[OH2:28].[n:1]1([CH2:6][C:7]([C:8]([CH3:9])([CH3:10])[CH:11]2[O:12][CH2:13][CH2:14][O:15]2)=[O:16])[cH:2][n:3][cH:4][cH:5]1>>[n:1]1([CH:6]([C:7]([C:8]([CH3:9])([CH3:10])[CH:11]2[O:12][CH2:13][CH2:14][O:15]2)=[O:16])[CH2:24][c:23]2[cH:22][cH:21][c:20]([Cl:19])[cH:27][cH:26]2)[cH:2][n:3][cH:4][cH:5]1. Starting materials: CC(=O)OCC(=O)c1cc(O)c(O)c([N+](=O)[O-])c1, CCO, Cl. Yields the product O=C(CO)c1cc(O)c(O)c([N+](=O)[O-])c1. RXN SMILES: [C:1](=[O:2])([CH3:3])[O:4][CH2:5][C:6]([c:7]1[cH:8][c:9]([OH:17])[c:10]([OH:16])[c:11]([N+:13](=[O:14])[O-:15])[cH:12]1)=[O:18].[CH3:19][CH2:20][OH:21].[ClH:22]>>[OH:4][CH2:5][C:6]([c:7]1[cH:8][c:9]([OH:17])[c:10]([OH:16])[c:11]([N+:13](=[O:14])[O-:15])[cH:12]1)=[O:18]. The reactants are O=C([O-])[O-], CS(=O)(=O)Nc1ccc(B(O)O)cc1, CCO, COCCOC, CC(C)n1nc(I)c2c(N)ncnc21, [Na+], [Na+], c1ccc(P(c2ccccc2)(c2ccccc2)[Pd](P(c2ccccc2)(c2ccccc2)c2ccccc2)(P(c2ccccc2)(c2ccccc2)c2ccccc2)P(c2ccccc2)(c2ccccc2)c2ccccc2)cc1. The product is CC(C)n1nc(-c2ccc(NS(C)(=O)=O)cc2)c2c(N)ncnc21. RXN SMILES: [C:29](=[O:30])([O-:31])[O-:32].[CH3:1][S:2](=[O:3])(=[O:4])[NH:5][c:6]1[cH:7][cH:8][c:9]([B:12]([OH:13])[OH:14])[cH:10][cH:11]1.[CH3:35][CH2:36][OH:37].[CH3:38][O:39][CH2:40][CH2:41][O:42][CH3:43].[I:15][c:16]1[n:17][n:18]([CH:26]([CH3:27])[CH3:28])[c:19]2[n:20][cH:21][n:22][c:23]([NH2:25])[c:24]12.[Na+:33].[Na+:34].[cH:44]1[cH:45][cH:46][c:47]([P:48]([Pd:49]([P:50]([c:51]2[cH:52][cH:53][cH:54][cH:55][cH:56]2)([c:57]2[cH:58][cH:59][cH:60][cH:61][cH:62]2)[c:63]2[cH:64][cH:65][cH:66][cH:67][cH:68]2)([P:69]([c:70]2[cH:71][cH:72][cH:73][cH:74][cH:75]2)([c:76]2[cH:77][cH:78][cH:79][cH:80][cH:81]2)[c:82]2[cH:83][cH:84][cH:85][cH:86][cH:87]2)[P:88]([c:89]2[cH:90][cH:91][cH:92][cH:93][cH:94]2)([c:95]2[cH:96][cH:97][cH:98][cH:99][cH:100]2)[c:101]2[cH:102][cH:103][cH:104][cH:105][cH:106]2)([c:107]2[cH:108][cH:109][cH:110][cH:111][cH:112]2)[c:113]2[cH:114][cH:115][cH:116][cH:117][cH:118]2)[cH:119][cH:120]1>>[CH3:1][S:2](=[O:3])(=[O:4])[NH:5][c:6]1[cH:7][cH:8][c:9](-[c:16]2[n:17][n:18]([CH:26]([CH3:27])[CH3:28])[c:19]3[n:20][cH:21][n:22][c:23]([NH2:25])[c:24]23)[cH:10][cH:11]1. The reactants are C(C)OC(=O)C=1N(C2=CC=C(C=C2C1OC)OCC1=CC=CC=C1)CC1=CC(=C(C=C1)Cl)Cl (ethyl-N-(3,4-dichlorobenzyl)3-methoxy-5-benzyloxyindole-2-carboxylate). The reagents and catalysts are [Pd] (Pd/C). Solvent: C(C)(=O)OCC (ethyl acetate). Reaction conditions: time 12 hour. Yields the product C(C)OC(=O)C=1N(C2=CC=C(C=C2C1OC)O)CC1=CC(=C(C=C1)Cl)Cl (Ethyl-N-(3,4-dichlorobenzyl)3-methoxy-5-hydroxyindole-2-carboxylate). The yield is 83.3%. As a reaction SMILES: [CH2:1]([O:3][C:4]([C:6]1[N:7]([CH2:25][C:26]2[CH:31]=[CH:30][C:29]([Cl:32])=[C:28]([Cl:33])[CH:27]=2)[C:8]2[C:13]([C:14]=1[O:15][CH3:16])=[CH:12][C:11]([O:17]CC1C=CC=CC=1)=[CH:10][CH:9]=2)=[O:5])[CH3:2]>C(OCC)(=O)C.[Pd]>[CH2:1]([O:3][C:4]([C:6]1[N:7]([CH2:25][C:26]2[CH:31]=[CH:30][C:29]([Cl:32])=[C:28]([Cl:33])[CH:27]=2)[C:8]2[C:13]([C:14]=1[O:15][CH3:16])=[CH:12][C:11]([OH:17])=[CH:10][CH:9]=2)=[O:5])[CH3:2]. Procedure details: 5% Pd/C (100 mg) was added to a stirred solution of ethyl-N-(3,4-dichlorobenzyl)3-methoxy-5-benzyloxyindole-2-carboxylate (0.9 g) in ethyl acetate (50 ml) and the mixture was hydrogenated for 12 hours. Catalyst filtered off and filtrate evaporated to give a brown oil (0.61 g) which was used without further purification. NMR: δ 1.4 (t, 3H), 4.0 (s, 3H), 4.4 (q, 2H), 5.6 (s, 2H), 6.8 (dd, 1H), 6.9 (dd, 1H), 7.1 (m, 3H), 7.3 (d,1H); m/z 394 (MH+) The reactants are BrC1=CC=C(C=C1)C(CCCN1CCC(CC1)C(C1=CC=CC=C1)(C1=CC=CC=C1)O)O (α-(p-bromophenyl)-4-(α-hydroxy-α-phenylbenzyl)-1-piperidinebutanol), Cl (HCl), O (water). Solvent: C(CCC)O (n-butanol). Product: Cl.BrC1=CC=C(C=C1)C=CCCN1CCC(CC1)=C(C1=CC=CC=C1)C1=CC=CC=C1 (1-[4-(p-Bromophenyl)-3-butenyl]-4-(diphenylmethylene)-piperidine hydrochloride). RXN SMILES: [Br:1][C:2]1[CH:7]=[CH:6][C:5]([CH:8](O)[CH2:9][CH2:10][CH2:11][N:12]2[CH2:17][CH2:16][CH:15]([C:18](O)([C:25]3[CH:30]=[CH:29][CH:28]=[CH:27][CH:26]=3)[C:19]3[CH:24]=[CH:23][CH:22]=[CH:21][CH:20]=3)[CH2:14][CH2:13]2)=[CH:4][CH:3]=1.[ClH:33].O>C(O)CCC>[ClH:33].[Br:1][C:2]1[CH:7]=[CH:6][C:5]([CH:8]=[CH:9][CH2:10][CH2:11][N:12]2[CH2:17][CH2:16][C:15](=[C:18]([C:19]3[CH:20]=[CH:21][CH:22]=[CH:23][CH:24]=3)[C:25]3[CH:26]=[CH:27][CH:28]=[CH:29][CH:30]=3)[CH2:14][CH2:13]2)=[CH:4][CH:3]=1 |f:4.5|. Reported procedure: A mixture of 10 g (0.02 mole) of α-(p-bromophenyl)-4-(α-hydroxy-α-phenylbenzyl)-1-piperidinebutanol, 150 ml of conentrated HCl, 150 ml of water and 50 ml of n-butanol was heated for 2 hours at reflux. The solvent was removed under vacuum, and the remaining residue was recrystallized from ethyl acetate to give the desired product, M.P. 215°-217° C. Alternatively, the title compound may be prepared by a similar acid dehydration reaction of α-(p-bromophenyl)-4-(diphenylmethylene)-1-(piperidinebutan... The reactants are BrC1=C2CC(C(C2=C(C=C1)OC)=O)CC (4-bromo-2-ethyl-7-methoxy-1-indanone), C(C)(=O)[O-].[Na+] (sodium acetate), palladium-coal, CCOC(=O)C (AcOEt). The solvent is C(C)(=O)O (acetic acid). Product: COC=1C=C(C=CC1)CC(C(=O)O)C (3-(3-methoxyphenyl)-2-methyl-propionic acid). Isolated yield 73.5%. Reaction SMILES: Br[C:2]1[CH:10]=[CH:9][C:8]([O:11][CH3:12])=[C:7]2[C:3]=1[CH2:4][CH:5]([CH2:14]C)[C:6]2=[O:13].C([O-])(=[O:18])C.[Na+].CCOC(C)=O>C(O)(=O)C>[CH3:12][O:11][C:8]1[CH:7]=[C:3]([CH2:4][CH:5]([CH3:14])[C:6]([OH:13])=[O:18])[CH:2]=[CH:10][CH:9]=1 |f:1.2|. Reported procedure: A mixture of the indanone (5c, 29.7 g, 0.110 mol), sodium acetate (15.0 g, 0.183 mol), 10% palladium-coal (3.01 g) in acetic acid (300 ml) was hydrogenated at atmospheric pressure. The catalyst was filtered off and the solvent evaporated. The residue was partitioned between water and AcOEt and the aqueous layer was extracted with AcOEt. The combined organic layers were washed with water, 5% NaHCO3 and brine, dried, filtered and evaporated. The crude product was purified by recrystallization from...